This data is from the Open Reaction Database (ORD), a public repository of structured organic reaction records. The task is: describe an organic reaction: reactants, conditions, products, and yield Product: C(C)OC(C1=CC(=CC=C1)C=CC1=CC=CC=C1)=O (3-(2-phenyl-vinyl)-benzoic acid ethyl ester). Solvent: N1=CC=CC2=CC=CC=C12 (quinoline). As a reaction SMILES: [CH2:1]([O:3][C:4](=[O:22])[C:5]1[CH:10]=[CH:9][CH:8]=[C:7]([CH:11]=[C:12](C(O)=O)[C:13]2[CH:18]=[CH:17][CH:16]=[CH:15][CH:14]=2)[CH:6]=1)[CH3:2].C(=O)=O.C1(C)C=CC=CC=1>N1C2C(=CC=CC=2)C=CC=1.[Cu]>[CH2:1]([O:3][C:4](=[O:22])[C:5]1[CH:10]=[CH:9][CH:8]=[C:7]([CH:11]=[CH:12][C:13]2[CH:18]=[CH:17][CH:16]=[CH:15][CH:14]=2)[CH:6]=1)[CH3:2]. Run at temperature 220 celsius. Procedure details: 1 g of copper powder was added to 13 g (0.044 mol) of 3-(2-carboxy-2-phenyl-vinyl)-benzoic acid ethyl ester, dissolved in 100 ml of quinoline, and the mixture was heated to 220° C., whilst stirring, until no further evolution of carbon dioxide could be observed (about 1 hour). The mixture was then cooled immediately to room temperature. After adding 300 ml of toluene to the reaction mixture, it was extracted by shaking twice with 100 ml of concentrated hydrochloric acid each time and then washed... Starting materials: C(=O)=O (carbon dioxide), C1(=CC=CC=C1)C (toluene), C(C)OC(C1=CC(=CC=C1)C=C(C1=CC=CC=C1)C(=O)O)=O (3-(2-carboxy-2-phenyl-vinyl)-benzoic acid ethyl ester). Isolated yield 90.1%. The reagents and catalysts are [Cu] (copper). Conditions: temperature 190 celsius, time 4 hour. Run in CO (methanol), OCC1C2C3CCCC3C(C1)C2 (8-hydroxymethyltricyclo[5.2.1.02,6 ]decane). Yields the product C1=CC=C2C(=C1)C=CC(=N2)C3C(=O)C4=CC=CC=C4C3=O (quinophthalone). The reactants are N1=C(C)C=CC2=CC=CC=C12 (quinaldine), ClC=1C(=C(C(=C2C1C(=O)OC2=O)Cl)Cl)Cl (tetrachlorophthalic anhydride), glass. As a reaction SMILES: [N:1]1[C:11]2[C:6](=[CH:7][CH:8]=[CH:9][CH:10]=2)[CH:5]=[CH:4][C:2]=1[CH3:3].Cl[C:13]1[C:14](Cl)=[C:15](Cl)[C:16](Cl)=[C:17]2[C:22](=O)[O:21][C:19](=[O:20])[C:18]=12>OCC1CC2CC1C1C2CCC1.CO>[CH:8]1[CH:7]=[C:6]2[CH:5]=[CH:4][C:2]([CH:3]3[C:22](=[O:21])[C:17]4[C:18](=[CH:13][CH:14]=[CH:15][CH:16]=4)[C:19]3=[O:20])=[N:1][C:11]2=[CH:10][CH:9]=1. Reported procedure: 4.3 g of quinaldine and 8.6 g of tetrachlorophthalic anhydride in 100 ml of 8-hydroxymethyltricyclo[5.2.1.02,6 ]decane [TCD alcohol M®, ex Hoechst] are stirred and heated under nitrogen to 190° C. in a 350 ml glass apparatus equipped with cooler, thermometer, gas inlet pipe and semi-anchor stirrer. The mixture is stirred for 4 hours at 190° C. and the resultant yellow suspension is cooled to 40° C., diluted with 150 ml of methanol and filtered. The filter cake is washed with methanol until colou... The yield is 47.5%. Reactants: CC(C)(C)OC(=O)N(CC=CCl)c1ccc2cc(C#N)ccc2c1Br, CC1CN(C(=O)OC(C)(C)C)c2ccc3cc(C#N)ccc3c21, CCCC[SnH](CCCC)CCCC, CC(C)(C#N)N=NC(C)(C)C#N, c1ccccc1. Yields the product CC(C)(C)OC(=O)N1CC(CCl)c2c1ccc1cc(C#N)ccc21. As a reaction SMILES: [Br:1][c:2]1[c:3]([N:14]([C:15]([O:16][C:17]([CH3:18])([CH3:19])[CH3:20])=[O:21])[CH2:22][CH:23]=[CH:24][Cl:25])[cH:4][cH:5][c:6]2[cH:7][c:8]([C:12]#[N:13])[cH:9][cH:10][c:11]12.[C:51]([c:52]1[cH:53][cH:54][c:55]2[c:56]3[c:68]([cH:69][cH:70][c:71]2[cH:72]1)[N:60]([C:61]([O:62][C:63]([CH3:64])([CH3:65])[CH3:66])=[O:67])[CH2:59][CH:57]3[CH3:58])#[N:73].[CH3:26][CH2:27][CH2:28][CH2:29][SnH:30]([CH2:31][CH2:32][CH2:33][CH3:34])[CH2:35][CH2:36][CH2:37][CH3:38].[N:39]#[C:40][C:41]([N:42]=[N:43][C:44]([C:45]#[N:46])([CH3:47])[CH3:48])([CH3:49])[CH3:50].[cH:74]1[cH:75][cH:76][cH:77][cH:78][cH:79]1>>[c:2]12[c:3]([cH:4][cH:5][c:6]3[cH:7][c:8]([C:12]#[N:13])[cH:9][cH:10][c:11]13)[N:14]([C:15]([O:16][C:17]([CH3:18])([CH3:19])[CH3:20])=[O:21])[CH2:22][CH:23]2[CH2:24][Cl:25]. Reactants: ClCCC[Si](O[Si](C)(C)C)(O[Si](C)(C)C)O[Si](C)(C)C (3-chloropropyltris(trimethylsiloxy)silane), [I-].[Na+] (sodium iodide). Solvent: CC(=O)C (acetone). Conditions: time 24 hour. Yields the product ICCC[Si](O[Si](C)(C)C)(O[Si](C)(C)C)O[Si](C)(C)C (3-iodopropyl-tris(trimethylsiloxy)silane). Yield: 79.4%. Reaction SMILES: Cl[CH2:2][CH2:3][CH2:4][Si:5]([O:16][Si:17]([CH3:20])([CH3:19])[CH3:18])([O:11][Si:12]([CH3:15])([CH3:14])[CH3:13])[O:6][Si:7]([CH3:10])([CH3:9])[CH3:8].[I-:21].[Na+]>CC(C)=O>[I:21][CH2:2][CH2:3][CH2:4][Si:5]([O:16][Si:17]([CH3:20])([CH3:19])[CH3:18])([O:11][Si:12]([CH3:15])([CH3:14])[CH3:13])[O:6][Si:7]([CH3:10])([CH3:9])[CH3:8] |f:1.2|. Procedure details: 90 g of 3-chloropropyltris(trimethylsiloxy)silane (27) (Chem. Abstracts No. 18077-31-1) and 105.22 g of sodium iodide are added to 250 ml of acetone and stirred for 24 hours at reflux. The acetone is evaporated and the residue taken up in methylene chloride. The organic phase is washed with water, dried and evaporated. 89 g of the desired 3-iodopropyl-tris(trimethylsiloxy)silane (28) are obtained; 1H-NMR (ppm, CDCl3): 3.12 2H t, 1.75 2H txt, 0.43 2H t, 0 27H s.